The task is: describe an organic reaction: reactants, conditions, products, and yield. This data is from the Open Reaction Database (ORD), a public repository of structured organic reaction records. The reactants are COC(=O)CC(C)=O, CC(=O)[O-], CO, O=CCCSc1ccc(Cl)cc1, Cl, [Na+], [Na+], [OH-], O. Product: CC(=O)CC(O)CCSc1ccc(Cl)cc1. RXN SMILES: [C:1]([CH2:2][C:3](=[O:4])[CH3:5])([O:6][CH3:7])=[O:8].[CH3:13][C:14](=[O:15])[O-:16].[CH3:30][OH:31].[Cl:17][c:18]1[cH:19][cH:20][c:21]([S:24][CH2:25][CH2:26][CH:27]=[O:28])[cH:22][cH:23]1.[ClH:11].[Na+:10].[Na+:12].[OH-:9].[OH2:29]>>[CH2:2]([C:3](=[O:4])[CH3:5])[CH:27]([CH2:26][CH2:25][S:24][c:21]1[cH:20][cH:19][c:18]([Cl:17])[cH:23][cH:22]1)[OH:28]. The reactants are ClC1=NC=CC=N1 (2-chloropyrimidine), FC(C(=O)O)(F)F (trifluoroacetic acid), OC1CN(C1)C(=O)OC(C)(C)C (t-butyl 3-hydroxyazetidine-1-carboxylate). The product is N1=C(N=CC=C1)OC1CN(C1)C(=O)OC(C)(C)C (tert-butyl 3-(pyrimidin-2-yloxy)azetidine-1-carboxylate). RXN SMILES: Cl[C:2]1[N:7]=[CH:6][CH:5]=[CH:4][N:3]=1.FC(F)(F)C(O)=O.[OH:15][CH:16]1[CH2:19][N:18]([C:20]([O:22][C:23]([CH3:26])([CH3:25])[CH3:24])=[O:21])[CH2:17]1>>[N:3]1[CH:4]=[CH:5][CH:6]=[N:7][C:2]=1[O:15][CH:16]1[CH2:17][N:18]([C:20]([O:22][C:23]([CH3:26])([CH3:25])[CH3:24])=[O:21])[CH2:19]1. Procedure details: Compound P23 was prepared according to the general procedure described in the preparation of P21 in Preparation 21, except that 2-chloropyrimidine was employed instead of 2-bromopyridine, to afford P23. 1H NMR (400 MHz, CDCl3) δ 1.42 (s, 9H), 4.02 (m, 2H), 4.30 (m, 2H), 5.29 (m, 1H), 6.97 (t, J=4.9 Hz, 1H), 8.50 (d, J=4.9 Hz, 2H). Compound P23 was deprotected with trifluoroacetic acid as described for t-butyl 3-hydroxyazetidine-1-carboxylate in the preparation of C19 in Example 3, before being u... Reactants: BrC1=CC2=CC=C(C=C2C=C1)OC (2-bromo-6-methoxynaphthalene), C([O-])([O-])=O.[K+].[K+] (potassium carbonate). The reagents and catalysts are [Pd] (palladium on carbon), [Br-].C(CCC)[N+](CCCC)(CCCC)CCCC (tetrabutylammonium bromide). The solvent is C1(=CC=CC=C1)C.C(C)O.O (toluene ethanol water). Reaction conditions: time 15 hour. Product: COC1=CC2=CC=C(C=C2C=C1)C1=CC(=CC=C1)OC (2-methoxy-6-(3-methoxyphenyl)naphthalene). Yield: 188.1%. Reaction SMILES: Br[C:2]1[CH:11]=[CH:10][C:9]2[C:4](=[CH:5][CH:6]=[C:7]([O:12][CH3:13])[CH:8]=2)[CH:3]=1.[C:14](=[O:17])([O-])[O-].[K+].[K+]>[Pd].[Br-].C([N+](CCCC)(CCCC)CCCC)CCC.C1(C)C=CC=CC=1.C(O)C.O>[CH3:13][O:12][C:7]1[CH:6]=[CH:5][C:4]2[C:9](=[CH:10][CH:11]=[C:2]([C:2]3[CH:11]=[CH:10][CH:9]=[C:4]([O:17][CH3:14])[CH:3]=3)[CH:3]=2)[CH:8]=1 |f:1.2.3,5.6,7.8.9|. Reported procedure: A mixture of a mixed solvent (toluene/ethanol/water=2.5/2.5/1; 500 ml), the compound (T-2) (48.6 g, 319.6 mmol), 2-bromo-6-methoxynaphthalene (42.9 g, 181.0 mmol), 5% palladium on carbon (2.15 g), potassium carbonate (37.5 g, 271.5 mmol) and tetrabutylammonium bromide (14.6 g, 45.3 mmol) was refluxed with stirring for 15 hours under an atmosphere of nitrogen. The resulting reaction mixture was extracted with toluene (300 mL) three times, and the organic layer was washed with water. After the org... Starting materials: FC=1C=C(C=CC1O)C=1OC2=C(C=NC(=C2)OC[C@H](C)NC(C)=O)N1 (N-((2S)-1-((2-(3-fluoro-4-hydroxyphenyl)[1,3]oxazolo[4,5-c]pyridin-6-yl)oxy)propan-2-yl)acetamide), CS(=O)(=O)OCC1CC(C1)(F)F ((3,3-difluorocyclobutyl)methyl methanesulfonate). Yields the product FC1(CC(C1)COC1=C(C=C(C=C1)C=1OC2=C(C=NC(=C2)OC[C@H](C)NC(C)=O)N1)F)F (N-((2S)-1-((2-(4-((3,3-difluorocyclobutyl)methoxy)-3-fluorophenyl)[1,3]oxazolo[4,5-c]pyridin-6-yl)oxy)propan-2-yl)acetamide). RXN SMILES: [F:1][C:2]1[CH:3]=[C:4]([C:9]2[O:10][C:11]3[CH:16]=[C:15]([O:17][CH2:18][C@@H:19]([NH:21][C:22](=[O:24])[CH3:23])[CH3:20])[N:14]=[CH:13][C:12]=3[N:25]=2)[CH:5]=[CH:6][C:7]=1[OH:8].CS(O[CH2:31][CH:32]1[CH2:35][C:34]([F:37])([F:36])[CH2:33]1)(=O)=O>>[F:36][C:34]1([F:37])[CH2:35][CH:32]([CH2:31][O:8][C:7]2[CH:6]=[CH:5][C:4]([C:9]3[O:10][C:11]4[CH:16]=[C:15]([O:17][CH2:18][C@@H:19]([NH:21][C:22](=[O:24])[CH3:23])[CH3:20])[N:14]=[CH:13][C:12]=4[N:25]=3)=[CH:3][C:2]=2[F:1])[CH2:33]1. Reported procedure: Using N-((2S)-1-((2-(3-fluoro-4-hydroxyphenyl)[1,3]oxazolo[4,5-c]pyridin-6-yl)oxy)propan-2-yl)acetamide and (3,3-difluorocyclobutyl)methyl methanesulfonate, and in the same manner as in Example 5, the title compound was obtained. The reactants are C(=O)N (Formamide), Teflon, CC1(SC(C1=O)(C)C)C (2,2,4,4-tetramethyl-3-oxothietane), B(O)(O)O (boric acid). The solvent is O (water). Run at temperature 175 celsius. Yields the product NC1C(SC1(C)C)(C)C (3-Amino-2,2,4,4-Tetramethylthietane). Isolated yield 5.0%. RXN SMILES: [CH:1]([NH2:3])=O.[CH3:4][C:5]1([CH3:12])[C:8](=O)[C:7](C)([CH3:10])[S:6]1.B(O)(O)O>O>[NH2:3][CH:1]1[C:7]([CH3:10])([CH3:8])[S:6][C:5]1([CH3:12])[CH3:4]. Procedure: Formamide (4.0 g, 89 mmol), 2,2,4,4-tetramethyl-3-oxothietane (1.0 g, 6933 mmol) and boric acid (100 mg) were combined in a Teflon lined Parr bomb which was heated for 15 hours in a 175° C. oil bath. The reaction was cooled and the light brown mixture taken up in water (40 ml). The aqueous solution was extracted with methylene chloride (4×20 ml) and the combined extracts dried (MgSO4) and evaporated under reduced pressure to a light brown oil (1.02 g). The residue was hydrolyzed and the hydrolyz... Solvent: CCCCCC (hexane), CN(C)C=O (DMF). The product is N1(C=NC=C1)CCC1=NC2=CC3=C(C=C2C(=N1)C1=CC2=C(C=C1)OCO2)OCO3 (2-(Imidazol-1-yl)ethyl-6,7-methylenedioxy-4-(3,4-methylenedioxyphenyl)quinazoline). RXN SMILES: [H-].[Na+].[NH:3]1[CH:7]=[CH:6][N:5]=[CH:4]1.Cl[CH2:9][CH2:10][C:11]1[N:20]=[C:19]([C:21]2[CH:26]=[CH:25][C:24]3[O:27][CH2:28][O:29][C:23]=3[CH:22]=2)[C:18]2[C:13](=[CH:14][C:15]3[O:32][CH2:31][O:30][C:16]=3[CH:17]=2)[N:12]=1.[Na+].[I-]>CN(C=O)C.CCCCCC>[N:3]1([CH2:9][CH2:10][C:11]2[N:20]=[C:19]([C:21]3[CH:26]=[CH:25][C:24]4[O:27][CH2:28][O:29][C:23]=4[CH:22]=3)[C:18]3[C:13](=[CH:14][C:15]4[O:32][CH2:31][O:30][C:16]=4[CH:17]=3)[N:12]=2)[CH:7]=[CH:6][N:5]=[CH:4]1 |f:0.1,4.5|. Procedure details: To a suspension of hexane washed NaH (60% in oil, 84 mg, 2.1 mmol) in dry DMF (5 mL) was added imidazole (142 mg, 2.1 mmol). The mixture was stirred at rt for 15 min and was treated with 2-chloroethyl-6,7-methylenedioxy-4-(3,4-methylenedioxyphenyl)quinazoline (232 mg, 0.7 mmol), and then with NaI (105 mg, 0.7 mmol). The mixture was stirred at rt for 15 h and it was poured into ice-water. The precipitated solid was collected by filtration, washed with water, and air dried. The yellow solid was th... The yield is 37.2%. The reactants are [Na+].[I-] (NaI), [H-].[Na+] (NaH), N1C=NC=C1 (imidazole), ClCCC1=NC2=CC3=C(C=C2C(=N1)C1=CC2=C(C=C1)OCO2)OCO3 (2-chloroethyl-6,7-methylenedioxy-4-(3,4-methylenedioxyphenyl)quinazoline), ice water. Run at time 15 minute. Starting materials: N(=O)[O-].[Na+] (sodium nitrite), S(O)(O)(=O)=O (sulfuric acid), O[PH2]=O (H3PO2), BrC1=C(C(=CC(=C1)OC)Br)N (2,6-dibromo-4-methoxyphenylamine). The solvent is C1(=CC=CC=C1)C (toluene). Run at temperature 0 celsius, time 4.5 hour. The product is BrC1=CC(=CC(=C1)OC)Br (1,3-Dibromo-5-methoxybenzene). The yield is 96.0%. RXN SMILES: [Br:1][C:2]1[CH:7]=[C:6]([O:8][CH3:9])[CH:5]=[C:4]([Br:10])[C:3]=1N.S(=O)(=O)(O)O.O[PH2]=O.N([O-])=O.[Na+]>C1(C)C=CC=CC=1>[Br:1][C:2]1[CH:7]=[C:6]([O:8][CH3:9])[CH:5]=[C:4]([Br:10])[CH:3]=1 |f:3.4|. Reported procedure: To a solution of 2,6-dibromo-4-methoxyphenylamine (3 g, 10.67 mmol, 1 eq) in 10 ml of toluene cooled at 0° C. are added 6.6 ml of concentrated sulfuric acid and 17.5 ml of H3PO2 50% (15 eq). To the reaction mixture, sodium nitrite (1.47 mg, 21.35 mmol, 2 eq) is added, and all is stirred at 0° C. for 4.5 h. After neutralization with a sodium hydroxide solution, extraction with diethyl ether is performed. The organic phase is dried over magnesium sulfate, filtered and evaporated to dryness on a ro...